From a dataset of the Open Reaction Database (ORD), a public repository of structured organic reaction records. describe an organic reaction: reactants, conditions, products, and yield The reactants are O (H2O), FC=1C=C(C=O)C=CC1O[Si](C(C)C)(C(C)C)C(C)C (3-Fluoro-4-triisopropylsilanyloxybenzaldehyde), C(CO)O (ethylene glycol), C1(=CC=C(C=C1)S(=O)(=O)O)C (p-toluenesulfonic acid). Solvent: C1(=CC=CC=C1)C (toluene). Product: O1C(OCC1)C1=CC(=C(O[Si](C(C)C)(C(C)C)C(C)C)C=C1)F ((4-[1,3]Dioxolan-2-yl-2-fluorophenoxy)triisopropylsilane). RXN SMILES: [F:1][C:2]1[CH:3]=[C:4]([CH:7]=[CH:8][C:9]=1[O:10][Si:11]([CH:18]([CH3:20])[CH3:19])([CH:15]([CH3:17])[CH3:16])[CH:12]([CH3:14])[CH3:13])[CH:5]=[O:6].[CH2:21](O)[CH2:22][OH:23].C1(C)C=CC(S(O)(=O)=O)=CC=1.O>C1(C)C=CC=CC=1>[O:6]1[CH2:21][CH2:22][O:23][CH:5]1[C:4]1[CH:7]=[CH:8][C:9]([O:10][Si:11]([CH:15]([CH3:17])[CH3:16])([CH:18]([CH3:20])[CH3:19])[CH:12]([CH3:13])[CH3:14])=[C:2]([F:1])[CH:3]=1. Reported procedure: Into a 5 L 3-neck flask equipped with a condenser and a Dean-Stark trap add 3-fluoro-4-triisopropylsilanyloxybenzaldehyde (Example 737, Part A) (90.14 g, 0.3041 mol), ethylene glycol (188.75 g, 3.041 mol), and p-toluenesulfonic acid (0.58 g, 0.003041 mol) in toluene (3.155 L). Beat to boil and reflux until 130 mL of H2O (lower layer) is collected in the Dean-Stark trap (5 hrs). Cool to room temperature, wash with 10% aqueous potassium carbonate solution (2×1 L) and brine (2×1 L), and dry over so... As a reaction SMILES: Br[C:2]1[N:10]=[CH:9][CH:8]=[C:7]([C:11]2[CH:16]=[CH:15][C:14]([O:17][CH:18]([CH3:20])[CH3:19])=[CH:13][CH:12]=2)[C:3]=1[C:4]([OH:6])=[O:5].N[C:22](N)=S.[OH-].[Na+].SC1N=CC=C(C2C=CC(OC(C)C)=CC=2)C=1C(O)=O.[CH3:47][C:48]1[CH:53]=[C:52]([CH3:54])[N:51]=[C:50]([S:55](C)(=O)=O)[N:49]=1.C(=O)([O-])[O-].[K+].[K+].CI>Cl.C(O)(=O)C.CS(C)=O.O>[CH:18]([O:17][C:14]1[CH:15]=[CH:16][C:11]([C:7]2[C:3]([C:4]([O:6][CH3:22])=[O:5])=[C:2]([S:55][C:50]3[N:51]=[C:52]([CH3:54])[CH:53]=[C:48]([CH3:47])[N:49]=3)[N:10]=[CH:9][CH:8]=2)=[CH:12][CH:13]=1)([CH3:20])[CH3:19] |f:2.3,6.7.8|. The product is C(C)(C)OC1=CC=C(C=C1)C1=CC=NC(=C1C(=O)OC)SC1=NC(=CC(=N1)C)C (methyl 4-(4-isopropoxyphenyl)-2-(4,6-dimethylpyrimidin-2-ylthio)nicotinate). Run in CS(=O)C (dimethylsulfoxide), O (water), O (water), Cl (HCl), C(C)(=O)O (acetic acid), Cl (HCl). Starting materials: [OH-].[Na+] (sodium hydroxide), SC1=C(C(=O)O)C(=CC=N1)C1=CC=C(C=C1)OC(C)C (2-mercapto-4-(4-isopropoxyphenyl)nicotinic acid), CC1=NC(=NC(=C1)C)S(=O)(=O)C (4,6-dimethyl-2-methylsulfonylpyrimidine), C([O-])([O-])=O.[K+].[K+] (potassium carbonate), CI (methyl iodide), BrC1=C(C(=O)O)C(=CC=N1)C1=CC=C(C=C1)OC(C)C (2-bromo-4-(4-isopropoxyphenyl)nicotinic acid), NC(=S)N (thiourea). Run at time 30 minute. Isolated yield 26.9%. Procedure: 20.0 g (0.059 mol) of 2-bromo-4-(4-isopropoxyphenyl)nicotinic acid and 5.5 g (0.072 mol) of thiourea were dissolved in 40 ml of 5% HCl and 60 ml of acetic acid, and stirred at 100° C. for 2 hours. The reaction mixture was poured into water, and 200 ml of 50% sodium hydroxide was added thereto, and the mixture was stirred at room temperature for 30 minutes. The mixture was then acidified with 20% HCl and the thus precipitated was filtrated out and washed with water and then dried. The above synth...